This data is from the Open Reaction Database (ORD), a public repository of structured organic reaction records. The task is: describe an organic reaction: reactants, conditions, products, and yield Reactants: C(C)OC(CN1N=CC(=C1)C1=NC(=NO1)C1(CCC1)C1=CC=C(C=C1)C=1C=NC(=NC1)N)=O ([4-(3-{1-[4-(2-Amino-pyrimidin-5-yl)-phenyl]-cyclobutyl}-[1,2,4]oxadiazol-5-yl)-pyrazol-1-yl]-acetic acid ethyl ester), C1CCOC1 (THF), O.[OH-].[Li+] (lithium hydroxide monohydrate), Cl (hydrochloric acid). Solvent: O (water), CO (methanol). Run at temperature 40 celsius, time 1.5 hour. Product: NC1=NC=C(C=N1)C1=CC=C(C=C1)C1(CCC1)C1=NOC(=N1)C=1C=NN(C1)CC(=O)O ([4-(3-{1-[4-(2-Amino-pyrimidin-5-yl)-phenyl]-cyclobutyl}-[1,2,4]oxadiazol-5-yl)-pyrazol-1-yl]-acetic acid). As a reaction SMILES: C([O:3][C:4](=[O:33])[CH2:5][N:6]1[CH:10]=[C:9]([C:11]2[O:15][N:14]=[C:13]([C:16]3([C:20]4[CH:25]=[CH:24][C:23]([C:26]5[CH:27]=[N:28][C:29]([NH2:32])=[N:30][CH:31]=5)=[CH:22][CH:21]=4)[CH2:19][CH2:18][CH2:17]3)[N:12]=2)[CH:8]=[N:7]1)C.C1COCC1.O.[OH-].[Li+].Cl>O.CO>[NH2:32][C:29]1[N:30]=[CH:31][C:26]([C:23]2[CH:24]=[CH:25][C:20]([C:16]3([C:13]4[N:12]=[C:11]([C:9]5[CH:8]=[N:7][N:6]([CH2:5][C:4]([OH:33])=[O:3])[CH:10]=5)[O:15][N:14]=4)[CH2:19][CH2:18][CH2:17]3)=[CH:21][CH:22]=2)=[CH:27][N:28]=1 |f:2.3.4|. Procedure details: R102 (784 mg, 1.76 mmol) is treated with THF (7.0 mL), methanol (1.5 mL), water (3.0 mL), and lithium hydroxide monohydrate (222 mg, 5.28 mmol) and the resulting mixture is stirred at 40° C. for 1.5 hours. The mixture is then treated with 1N hydrochloric acid (5.28 mL, 5.28 mmol) and concentrated in vacuo to afford R103 (960 mg).